This data is from the Open Reaction Database (ORD), a public repository of structured organic reaction records. The task is: describe an organic reaction: reactants, conditions, products, and yield Reactants: O=C1CCC(=O)N1Br, O=C(OOC(=O)c1ccccc1)c1ccccc1, ClC(Cl)(Cl)Cl, CCOC(=O)Cc1ccc(Cl)c(Cl)c1. Product: CCOC(=O)C(Br)c1ccc(Cl)c(Cl)c1. Reaction SMILES: [Br:15][N:16]1[C:17](=[O:18])[CH2:19][CH2:20][C:21]1=[O:22].[C:23]([O:24][O:25][C:26](=[O:27])[c:28]1[cH:29][cH:30][cH:31][cH:32][cH:33]1)(=[O:34])[c:35]1[cH:36][cH:37][cH:38][cH:39][cH:40]1.[C:41]([Cl:42])([Cl:43])([Cl:44])[Cl:45].[Cl:1][c:2]1[cH:3][c:4]([CH2:9][C:10](=[O:11])[O:12][CH2:13][CH3:14])[cH:5][cH:6][c:7]1[Cl:8]>>[Cl:1][c:2]1[cH:3][c:4]([CH:9]([C:10](=[O:11])[O:12][CH2:13][CH3:14])[Br:15])[cH:5][cH:6][c:7]1[Cl:8]. The reactants are [Cl-].C1(=CC=CC2=CC=CC=C12)C[P+](C1=CC=CC=C1)(C1=CC=CC=C1)C1=CC=CC=C1 ((1-naphthylmethyl)triphenylphosphonium chloride), CC=1C(=CC(=NC1)C=O)N1CCCCC1 (5-methyl-4-piperidino-2-pyridinecarbaldehyde), CCCCCC (hexane), C(CCC)[Li] (n-butyllithium), (E)- and (Z)-5-methyl-2-[2-(1-naphthyl)vinyl]-4-piperidinopyridines. The solvent is O1CCCC1 (tetrahydrofuran), O1CCCC1 (tetrahydrofuran). Conditions: temperature -30 celsius, time 0.5 hour. Product: Cl.CC=1C(=CC(=NC1)\C=C\C1=CC=CC2=CC=CC=C12)N1CCCCC1 ((E)-5-methyl-2-[2-(1-naphthyl)-vinyl]-4-piperidinopyridine hydrochloride), Cl.CC=1C(=CC(=NC1)\C=C/C1=CC=CC2=CC=CC=C12)N1CCCCC1 ((Z)-5-methyl-2-[2-(1-naphthyl)vinyl]-4-piperidinopyridine hydrochloride). Isolated yield 37.0%. RXN SMILES: [Cl-:1].[C:2]1([CH2:12][P+](C2C=CC=CC=2)(C2C=CC=CC=2)C2C=CC=CC=2)[C:11]2[C:6](=[CH:7][CH:8]=[CH:9][CH:10]=2)[CH:5]=[CH:4][CH:3]=1.CCCCCC.C([Li])CCC.[CH3:43][C:44]1[C:45]([N:52]2[CH2:57][CH2:56][CH2:55][CH2:54][CH2:53]2)=[CH:46][C:47]([CH:50]=O)=[N:48][CH:49]=1>O1CCCC1>[ClH:1].[CH3:43][C:44]1[C:45]([N:52]2[CH2:57][CH2:56][CH2:55][CH2:54][CH2:53]2)=[CH:46][C:47](/[CH:50]=[CH:12]/[C:2]2[C:11]3[C:6](=[CH:7][CH:8]=[CH:9][CH:10]=3)[CH:5]=[CH:4][CH:3]=2)=[N:48][CH:49]=1.[ClH:1].[CH3:43][C:44]1[C:45]([N:52]2[CH2:57][CH2:56][CH2:55][CH2:54][CH2:53]2)=[CH:46][C:47](/[CH:50]=[CH:12]\[C:2]2[C:11]3[C:6](=[CH:7][CH:8]=[CH:9][CH:10]=3)[CH:5]=[CH:4][CH:3]=2)=[N:48][CH:49]=1 |f:0.1,6.7,8.9|. Procedure details: A suspension of 13.2 g (30.0 mmoles) of (1-naphthylmethyl)triphenylphosphonium chloride in 150 ml of tetrahydrofuran was cooled to about -30° C. in a cooling bath, and under a stream of nitrogen, 23.2 ml of a 1.55M hexane solution of n-butyllithium was added dropwise. The reaction mixture was further stirred at the above temperature for 0.5 hour, and a solution of 6.2 g (30.0 mmoles) of 5-methyl-4-piperidino-2-pyridinecarbaldehyde in 30 ml of tetrahydrofuran was added dropwise. After the additio...